This data is from the Open Reaction Database (ORD), a public repository of structured organic reaction records. The task is: describe an organic reaction: reactants, conditions, products, and yield Product: CC1=CC(=NC(=N1)NC=1OC=CN1)C(=O)NCC=1C=NC(=CC1)OCC(F)(F)F (6-methyl-2-(oxazol-2-ylamino)-N-((6-(2,2,2-trifluoroethoxy)pyridin-3-yl)methyl)pyrimidine-4-carboxamide). As a reaction SMILES: [CH3:1][C:2]1[N:7]=[C:6]([NH:8][C:9]2[O:10][CH:11]=[CH:12][N:13]=2)[N:5]=[C:4]([C:14]([OH:16])=O)[CH:3]=1.Cl.[F:18][C:19]([F:31])([F:30])[CH2:20][O:21][C:22]1[N:27]=[CH:26][C:25]([CH2:28][NH2:29])=[CH:24][CH:23]=1>>[CH3:1][C:2]1[N:7]=[C:6]([NH:8][C:9]2[O:10][CH:11]=[CH:12][N:13]=2)[N:5]=[C:4]([C:14]([NH:29][CH2:28][C:25]2[CH:26]=[N:27][C:22]([O:21][CH2:20][C:19]([F:31])([F:18])[F:30])=[CH:23][CH:24]=2)=[O:16])[CH:3]=1 |f:1.2|. The reactants are CC1=CC(=NC(=N1)NC=1OC=CN1)C(=O)O (6-methyl-2-(oxazol-2-ylamino)pyrimidine-4-carboxylic acid), Cl.FC(COC1=CC=C(C=N1)CN)(F)F ((6-(2,2,2-trifluoroethoxy)pyridin-3-yl)methanamine hydrochloride). Reported procedure: The title compound is prepared from 6-methyl-2-(oxazol-2-ylamino)pyrimidine-4-carboxylic acid (25 mg, 0.11 mmol, Step-1) and (6-(2,2,2-trifluoroethoxy)pyridin-3-yl)methanamine hydrochloride (28 mg, 0.11 mmol) by the similar manner in Example-2.